This data is from the Open Reaction Database (ORD), a public repository of structured organic reaction records. The task is: describe an organic reaction: reactants, conditions, products, and yield The reactants are [Al+3], CCOC(=O)CBr, CC(=O)c1ccc(-c2ccc(F)cc2F)cc1, Cc1ccccc1, [Cl-], [Cl-], [Cl-], [Cl-], Fc1ccc(-c2ccccc2)c(F)c1, c1ccccc1. Product: CCOC(=O)CC(C)(O)c1ccc(-c2ccc(F)cc2F)cc1. Reaction SMILES: [Al+3:34].[Br:37][CH2:38][C:39](=[O:40])[O:41][CH2:42][CH3:43].[C:1]([CH3:2])(=[O:3])[c:4]1[cH:5][cH:6][c:7](-[c:10]2[c:11]([F:17])[cH:12][c:13]([F:16])[cH:14][cH:15]2)[cH:8][cH:9]1.[CH3:44][c:45]1[cH:46][cH:47][cH:48][cH:49][cH:50]1.[Cl-:32].[Cl-:33].[Cl-:35].[Cl-:36].[F:18][c:19]1[cH:20][c:21]([F:22])[cH:23][cH:24][c:25]1-[c:26]1[cH:27][cH:28][cH:29][cH:30][cH:31]1.[cH:51]1[cH:52][cH:53][cH:54][cH:55][cH:56]1>>[C:1]([CH3:2])([OH:3])([c:4]1[cH:5][cH:6][c:7](-[c:10]2[c:11]([F:17])[cH:12][c:13]([F:16])[cH:14][cH:15]2)[cH:8][cH:9]1)[CH2:38][C:39](=[O:40])[O:41][CH2:42][CH3:43].